Task: describe an organic reaction: reactants, conditions, products, and yield. Dataset: the Open Reaction Database (ORD), a public repository of structured organic reaction records Reactants: ClC=1C=NC=C(C1C(CN(C(=O)C=1C=NN(C1C(F)F)[C@@H]1CC[C@H](CC1)C(=O)OCC)CC1=CC(=CC(=C1)F)F)=O)Cl (ethyl trans-4-(4-((2-(3,5-dichloropyridin-4-yl)-2-oxoethyl)(3,5-difluorobenzyl)carbamoyl)-5-(difluoromethyl)-1H-pyrazol-1-yl)cyclohexanecarboxylate), Cl (HCl), O (H2O). Solvent: O1CCOCC1 (dioxane). Run at temperature 80 celsius. Product: ClC=1C=NC=C(C1C(CN(C(=O)C=1C=NN(C1C(F)F)[C@@H]1CC[C@H](CC1)C(=O)O)CC1=CC(=CC(=C1)F)F)=O)Cl (trans-4-(4-((2-(3,5-dichloropyridin-4-yl)-2-oxoethyl)(3,5-difluorobenzyl)carbamoyl)-5-(difluoromethyl)-1H-pyrazol-1-yl)cyclohexanecarboxylic acid). Yield: 35.2%. As a reaction SMILES: [Cl:1][C:2]1[CH:3]=[N:4][CH:5]=[C:6]([Cl:42])[C:7]=1[C:8](=[O:41])[CH2:9][N:10]([CH2:32][C:33]1[CH:38]=[C:37]([F:39])[CH:36]=[C:35]([F:40])[CH:34]=1)[C:11]([C:13]1[CH:14]=[N:15][N:16]([C@H:21]2[CH2:26][CH2:25][C@H:24]([C:27]([O:29]CC)=[O:28])[CH2:23][CH2:22]2)[C:17]=1[CH:18]([F:20])[F:19])=[O:12].Cl.O>O1CCOCC1>[Cl:42][C:6]1[CH:5]=[N:4][CH:3]=[C:2]([Cl:1])[C:7]=1[C:8](=[O:41])[CH2:9][N:10]([CH2:32][C:33]1[CH:38]=[C:37]([F:39])[CH:36]=[C:35]([F:40])[CH:34]=1)[C:11]([C:13]1[CH:14]=[N:15][N:16]([C@H:21]2[CH2:26][CH2:25][C@H:24]([C:27]([OH:29])=[O:28])[CH2:23][CH2:22]2)[C:17]=1[CH:18]([F:19])[F:20])=[O:12]. Procedure: To a solution of compound 20-3 (106 mg, 0.17 mmol) in dioxane (6 mL) was added 6 M HCl (6 mL) and heated at 80° C. for 16 h. The reaction mixture was cooled to room temperature, added H2O and extracted with EtOAc (2×50 mL). The combined organic layers were washed with brine (2×10 mL), dried over Na2SO4 and concentrated under reduced pressure. The residue was purified by reverse phase column chromatography (C18 silica gel, 75% CH3CN/water as eluent) to provide the compound of example 20 (36 mg, 6... The reactants are CCC(C)=O, CC12CC(CCCCCCl)C3c4ccc(O)cc4CCC3C1CCC2O, [I-], [Na+], O. Product: CC12CC(CCCCCI)C3c4ccc(O)cc4CCC3C1CCC2O. RXN SMILES: [CH2:30]([C:31]([CH3:32])=[O:33])[CH3:34].[Cl:1][CH2:2][CH2:3][CH2:4][CH2:5][CH2:6][CH:7]1[CH:8]2[c:9]3[cH:10][cH:11][c:12]([OH:26])[cH:13][c:14]3[CH2:15][CH2:16][CH:17]2[CH:18]2[CH2:19][CH2:20][CH:21]([OH:25])[C:22]2([CH3:23])[CH2:24]1.[I-:28].[Na+:27].[OH2:29]>>[CH2:2]([CH2:3][CH2:4][CH2:5][CH2:6][CH:7]1[CH:8]2[c:9]3[cH:10][cH:11][c:12]([OH:26])[cH:13][c:14]3[CH2:15][CH2:16][CH:17]2[CH:18]2[CH2:19][CH2:20][CH:21]([OH:25])[C:22]2([CH3:23])[CH2:24]1)[I:28]. The reactants are CO, [H][H], O=C1COc2ccc([N+](=O)[O-])cc2N1. Product: Nc1ccc2c(c1)NC(=O)CO2. As a reaction SMILES: [CH3:17][OH:18].[H:15][H:16].[N+:1]([O-:2])(=[O:3])[c:4]1[cH:5][c:6]2[c:7]([cH:13][cH:14]1)[O:8][CH2:9][C:10](=[O:12])[NH:11]2>>[NH2:1][c:4]1[cH:5][c:6]2[c:7]([cH:13][cH:14]1)[O:8][CH2:9][C:10](=[O:12])[NH:11]2. The reactants are O1CCCC1 (tetrahydrofuran), FC1=C(C=CC(=C1F)F)[N+](=O)[O-] (2,3,4-trifluoronitrobenzene), [H-].[Na+] (sodium hydride), O1CCCC1 (tetrahydrofuran), O1CCCC1 (tetrahydrofuran), C(CC(=O)C)(=O)OCC (ethyl acetoacetate). Product: FC=1C(=C(C=CC1F)[N+](=O)[O-])CC(C)=O (3,4-Difluoro-2-(2-oxopropyl)nitrobenzene). RXN SMILES: [H-].[Na+].O1CCCC1.C(OCC)(=O)[CH2:9][C:10]([CH3:12])=[O:11].F[C:18]1[C:23]([F:24])=[C:22]([F:25])[CH:21]=[CH:20][C:19]=1[N+:26]([O-:28])=[O:27]>C(O)(=O)C>[F:24][C:23]1[C:18]([CH2:9][C:10](=[O:11])[CH3:12])=[C:19]([N+:26]([O-:28])=[O:27])[CH:20]=[CH:21][C:22]=1[F:25] |f:0.1|. Procedure details: 12.1 g (303 mmol) of 60% sodium hydride was added to 45 ml of tetrahydrofuran, and while cooling with a freezing mixture, 90 ml of tetrahydrofuran containing 39.0 g (300 mmol) of ethyl acetoacetate was dropped to the solution below 20° C. through 30 minutes. After the solution was stirred for 1 hour as was, 90 ml of tetrahydrofuran solution containing 26.6 g (150 mmol) of 2,3,4-trifluoronitrobenzene was dropped to the solution below 10° C. through 30 minutes, and the solution was stirred overnig... Run at time 1 hour. The yield is 90.0%. The solvent is C(C)(=O)O (acetic acid). Reactants: COC=1C=C(C=CC1OC)CCNC (2-(3,4-Dimethoxyphenyl)-N-methylethylamine), BrCCO (2-bromoethanol), [I-].[K+] (potassium iodide). Run in CN(C=O)C (N,N-dimethylformamide). Reaction conditions: temperature 80 celsius, time 1.5 hour. Yields the product COC=1C=C(CCN(C)CCO)C=CC1OC (2-[N-(3,4-dimethoxyphenethyl)-N-methylamino]ethanol). The yield is 37.6%. RXN SMILES: [CH3:1][O:2][C:3]1[CH:4]=[C:5]([CH2:11][CH2:12][NH:13][CH3:14])[CH:6]=[CH:7][C:8]=1[O:9][CH3:10].Br[CH2:16][CH2:17][OH:18].[I-].[K+]>CN(C)C=O>[CH3:1][O:2][C:3]1[CH:4]=[C:5]([CH:6]=[CH:7][C:8]=1[O:9][CH3:10])[CH2:11][CH2:12][N:13]([CH2:16][CH2:17][OH:18])[CH3:14] |f:2.3|. Reported procedure: 2-(3,4-Dimethoxyphenyl)-N-methylethylamine (2.77 ml, 0.015 mol) and 2-bromoethanol (1.13 ml, 0.015 mol) were dissolved in N,N-dimethylformamide (10 ml). To the resulting solution, potassium iodide (2.45 g, 0.015 mol) was added, followed by stirring at 80° C. for 1.5 h. The reaction mixture was cooled to room temperature and, thereafter the solvent was evaporated under vacuum; after adding a saturated aqueous solution of sodium bicarbonate, three extractions were conducted with ethyl acetate. The...